This data is from the Open Reaction Database (ORD), a public repository of structured organic reaction records. The task is: describe an organic reaction: reactants, conditions, products, and yield Starting materials: BrC=1C=C2C(=CC(=NC2=CC1)OC)C1=CC(=CC=C1)OC (6-bromo4-(3-methoxy-phenyl)-2-methoxy-quinoline), ClC1=CC=C(S1)C(=O)C=1N(C=NC1)C ((5-chloro-thiophen-2-yl)-(3-methyl-3H-imidazol-4-yl)-methanone). Product: ClC1=CC=C(S1)C(O)(C=1N(C=NC1)C)C=1C=C2C(=CC(=NC2=CC1)OC)C1=CC(=CC=C1)OC ((5-Chloro-thiophen-2-yl)-[2-methoxy-4-(3-methoxy-phenyl)-quinolin-6-yl]-(3-methyl-3H-imidazol-4-yl)-methanol). Yield: 80.1%. As a reaction SMILES: Br[C:2]1[CH:3]=[C:4]2[C:9](=[CH:10][CH:11]=1)[N:8]=[C:7]([O:12][CH3:13])[CH:6]=[C:5]2[C:14]1[CH:19]=[CH:18][CH:17]=[C:16]([O:20][CH3:21])[CH:15]=1.[Cl:22][C:23]1[S:27][C:26]([C:28]([C:30]2[N:31]([CH3:35])[CH:32]=[N:33][CH:34]=2)=[O:29])=[CH:25][CH:24]=1>>[Cl:22][C:23]1[S:27][C:26]([C:28]([C:2]2[CH:3]=[C:4]3[C:9](=[CH:10][CH:11]=2)[N:8]=[C:7]([O:12][CH3:13])[CH:6]=[C:5]3[C:14]2[CH:19]=[CH:18][CH:17]=[C:16]([O:20][CH3:21])[CH:15]=2)([C:30]2[N:31]([CH3:35])[CH:32]=[N:33][CH:34]=2)[OH:29])=[CH:25][CH:24]=1. Procedure: Following the same procedure as that described in example 1E, 6-bromo4-(3-methoxy-phenyl)-2-methoxy-quinoline (1 g, 2.91 mmol) and (5-chloro-thiophen-2-yl)-(3-methyl-3H-imidazol-4-yl)-methanone (0.78 g, 3.49 mmol) generated the title compound of 31A (1.147 g, 80.2% yield). Starting materials: C(C)OC(CCC1=CC=C(C=2CCCCC12)O)=O (3-(4-hydroxy-5,6,7,8-tetrahydro-naphthalen-1-yl)-propionic acid ethyl ester), ClCC=1C(=NC(=CC1)C1=CC=C(C=C1)C(F)(F)F)C (3-chloromethyl-2-methyl-6-(4-trifluoromethyl-phenyl)-pyridine), C([O-])([O-])=O.[Cs+].[Cs+] (cesium carbonate). Solvent: C(C)#N (acetonitrile). Run at temperature 60 celsius, time 2 hour. Product: C(C)OC(CCC1=CC=C(C=2CCCCC12)OCC=1C(=NC(=CC1)C1=CC=C(C=C1)C(F)(F)F)C)=O (3-{4-[2-Methyl-6-(4-trifluoromethyl-phenyl)-pyridin-3-ylmethoxy]-5,6,7,8-tetrahydro-naphthalen-1-yl}-propionic acid ethyl ester). RXN SMILES: [CH2:1]([O:3][C:4](=[O:18])[CH2:5][CH2:6][C:7]1[C:16]2[CH2:15][CH2:14][CH2:13][CH2:12][C:11]=2[C:10]([OH:17])=[CH:9][CH:8]=1)[CH3:2].Cl[CH2:20][C:21]1[C:22]([CH3:37])=[N:23][C:24]([C:27]2[CH:32]=[CH:31][C:30]([C:33]([F:36])([F:35])[F:34])=[CH:29][CH:28]=2)=[CH:25][CH:26]=1.C(=O)([O-])[O-].[Cs+].[Cs+]>C(#N)C>[CH2:1]([O:3][C:4](=[O:18])[CH2:5][CH2:6][C:7]1[C:16]2[CH2:15][CH2:14][CH2:13][CH2:12][C:11]=2[C:10]([O:17][CH2:20][C:21]2[C:22]([CH3:37])=[N:23][C:24]([C:27]3[CH:28]=[CH:29][C:30]([C:33]([F:36])([F:34])[F:35])=[CH:31][CH:32]=3)=[CH:25][CH:26]=2)=[CH:9][CH:8]=1)[CH3:2] |f:2.3.4|. Procedure details: A mixture of 103 mg (0.41 mmol) of the above prepared 3-(4-hydroxy-5,6,7,8-tetrahydro-naphthalen-1-yl)-propionic acid ethyl ester, 118 mg (0.41 mmol) of 3-chloromethyl-2-methyl-6-(4-trifluoromethyl-phenyl)-pyridine (example 4G]) and 175 mg (0.54 mmol) of cesium carbonate in 5 ml of acetonitrile was stirred at 60° C. for 2 hours. Then, the solvent was evaporated i. V. and the residue was chromatographed on SiO2 with a mixture of dichloromethane and tert.-butyl methyl ether (98:2, vol./vol.) as el... Reactants: C1CCOC1, CI, COc1cccc2c1nc(C(F)F)n2-c1nc(N2CCOCC2)nc(N2CC(NC(=O)OC(C)(C)C)C2)n1, [H-], [Na+]. Yields the product COc1cccc2c1nc(C(F)F)n2-c1nc(N2CCOCC2)nc(N2CC(N(C)C(=O)OC(C)(C)C)C2)n1. Reaction SMILES: [CH2:43]1[O:44][CH2:45][CH2:46][CH2:47]1.[CH3:41][I:42].[F:1][CH:2]([c:3]1[n:4][c:5]2[c:6]([n:7]1-[c:8]1[n:9][c:10]([N:20]3[CH2:21][CH:22]([NH:24][C:25]([O:26][C:27]([CH3:28])([CH3:29])[CH3:30])=[O:31])[CH2:23]3)[n:11][c:12]([N:14]3[CH2:15][CH2:16][O:17][CH2:18][CH2:19]3)[n:13]1)[cH:32][cH:33][cH:34][c:35]2[O:36][CH3:37])[F:38].[H-:40].[Na+:39]>>[F:1][CH:2]([c:3]1[n:4][c:5]2[c:6]([n:7]1-[c:8]1[n:9][c:10]([N:20]3[CH2:21][CH:22]([N:24]([C:25]([O:26][C:27]([CH3:28])([CH3:29])[CH3:30])=[O:31])[CH3:41])[CH2:23]3)[n:11][c:12]([N:14]3[CH2:15][CH2:16][O:17][CH2:18][CH2:19]3)[n:13]1)[cH:32][cH:33][cH:34][c:35]2[O:36][CH3:37])[F:38]. Reactants: O=CC(Br)Cc1ccccc1, Nc1ncc(Cc2ccccc2)o1, CCO, NC(N)=O. Yields the product O=CCCc1ccccc1. Reaction SMILES: [Br:14][CH:15]([CH:16]=[O:17])[CH2:18][c:19]1[cH:20][cH:21][cH:22][cH:23][cH:24]1.[CH2:1]([c:2]1[o:3][c:4]([NH2:5])[n:6][cH:7]1)[c:8]1[cH:9][cH:10][cH:11][cH:12][cH:13]1.[CH3:29][CH2:30][OH:31].[NH2:25][C:26](=[O:27])[NH2:28]>>[CH2:15]([CH:16]=[O:17])[CH2:18][c:19]1[cH:20][cH:21][cH:22][cH:23][cH:24]1.